Dataset: the Open Reaction Database (ORD), a public repository of structured organic reaction records. Task: describe an organic reaction: reactants, conditions, products, and yield Starting materials: [Li]C(C)(C)C, CC(C)(C)C=O, C1CCOC1. The product is CC(C)(C)C(O)C(C)(C)C. RXN SMILES: [C:7]([CH3:8])([CH3:9])([CH3:10])[Li:11].[CH3:1][C:2]([CH:3]=[O:4])([CH3:5])[CH3:6].[O:12]1[CH2:13][CH2:14][CH2:15][CH2:16]1>>[CH3:1][C:2]([CH:3]([OH:4])[C:7]([CH3:8])([CH3:9])[CH3:10])([CH3:5])[CH3:6]. Starting materials: ClC1=CC(NC2=CC=C3C(=C12)C(=C(N3)C3=CC=C(C=C3)OC)C)=O (9-Chloro-2-(4-methoxy-phenyl)-1-methyl-3,6-dihydro-pyrrolo[3,2-f]quinolin-7-one), FC(C(=O)O)(F)F (trifluoroacetic acid), compound 148. Product: ClC1=CC(NC2=CC=C3C(=C12)C(C(N3CC(F)(F)F)C3=CC=C(C=C3)OC)C)=O ((±)-9-Chloro-2-(4-methoxy-phenyl)-1-methyl-3-(2,2,2-trifluoroethyl)-1,2,3,6-tetrahydro-pyrrolo[3,2-f]quinolin-7-one). Reaction SMILES: [Cl:1][C:2]1[C:11]2[C:6](=[CH:7][CH:8]=[C:9]3[NH:14][C:13]([C:15]4[CH:20]=[CH:19][C:18]([O:21][CH3:22])=[CH:17][CH:16]=4)=[C:12]([CH3:23])[C:10]3=2)[NH:5][C:4](=[O:24])[CH:3]=1.[F:25][C:26]([F:31])([F:30])[C:27](O)=O>>[Cl:1][C:2]1[C:11]2[C:6](=[CH:7][CH:8]=[C:9]3[N:14]([CH2:27][C:26]([F:31])([F:30])[F:25])[CH:13]([C:15]4[CH:16]=[CH:17][C:18]([O:21][CH3:22])=[CH:19][CH:20]=4)[CH:12]([CH3:23])[C:10]3=2)[NH:5][C:4](=[O:24])[CH:3]=1. Procedure: This compound was prepared using the method described in Example 23 from 9-Chloro-2-(4-methoxy-phenyl)-1-methyl-3,6-dihydro-pyrrolo[3,2-f]quinolin-7-one, and trifluoroacetic acid. Spectral data for compound 148: 1H NMR (500 MHz, acetone-d6) δ 7.48 (d, J=8.7 Hz, 2H), 7.42 (d, J=8.8 Hz, 1H), 7.33 (d, J=8.8 Hz, 1H), 7.06 (d, J=8.7 Hz, 2H), 6.74 (s, 1H), 5.01 (d, J=8.1 Hz, 1H), 4.29 (m, 1H), 4.15 (dq, J=16.3, 10.0 Hz, 1H), 3.88 (s, 3H), 3.73 (dq, J=16.3, 9.3 Hz, 1H), 0.92 (d, J=7.2 Hz, 3H).